From a dataset of the Open Reaction Database (ORD), a public repository of structured organic reaction records. describe an organic reaction: reactants, conditions, products, and yield Starting materials: C(C1=CC=CO1)N1C=CC=C1 (1-furfuryl-pyrrole), product, C(C)(=O)Cl (acetyl chloride), ketone. Yields the product C(C1=CC=CO1)N1C(=CC=C1)C(C)=O (1-Furfuryl-2-acetyl-pyrrole). Reaction SMILES: [CH2:1]([N:7]1[CH:11]=[CH:10][CH:9]=[CH:8]1)[C:2]1[O:6][CH:5]=[CH:4][CH:3]=1.[C:12](Cl)(=[O:14])[CH3:13]>>[CH2:1]([N:7]1[CH:11]=[CH:10][CH:9]=[C:8]1[C:12](=[O:14])[CH3:13])[C:2]1[O:6][CH:5]=[CH:4][CH:3]=1. Reported procedure: a. 1-Furfuryl-2-acetyl-pyrrole was prepared starting from 1-furfuryl-pyrrole described by Reichstein in Helv. 15, 1450 (1932) as well as Gianturco et al. in Tetrahedron 20, 1763 (1964). Acetylation by reaction of the Grignard intermediate with acetyl chloride [cf. Chem. Ber. 47, 1416 (1914)] led to the desired ketone. (A small amount of the 3-isomer was also obtained, separable by fractional distillation). The product boils at 100°-102°C./0.03 mm Hg. and crystallizes on standing. Recrystallizati... Reactants: diethyl ether(250 cc), C(=S)=S (carbon disulphide), NC1=NC(=CC=C1)CC (2-amino-6-ethylpyridine), C(C)#N (acetonitrile). The solvent is C(C)N(CC)CC (triethylamine). Conditions: temperature 20 celsius, time 20 hour. Yields the product C(C)C1=CC=CC(=N1)NC([S-])=S.C(C)[NH+](CC)CC (Triethylammonium 6-ethylpyrid-2-yldithiocarbamate). RXN SMILES: [C:1](=[S:3])=[S:2].[NH2:4][C:5]1[CH:10]=[CH:9][CH:8]=[C:7]([CH2:11][CH3:12])[N:6]=1.[C:13](#N)[CH3:14]>C(N(CC)CC)C>[CH2:11]([C:7]1[N:6]=[C:5]([NH:4][C:1](=[S:3])[S-:2])[CH:10]=[CH:9][CH:8]=1)[CH3:12].[CH2:13]([NH+:6]([CH2:5][CH3:10])[CH2:7][CH3:11])[CH3:14] |f:4.5|. Reported procedure: A solution of carbon disulphide (17.5 cc) in anhydrous acetonitrile (19.5 cc) is added, at 25° C., to a solution of 2-amino-6-ethylpyridine (27.0 g) in anhydrous triethylamine (60 cc). After stirring for 20 hours at 20° C., anhydrous diethyl ether(250 cc) is added. After cooling for 1 hour at 2° C., the resulting crystals are filtered off, washed three times with anhydrous diethyl ether (total 240 cc) and dried under reduced pressure (20 mm Hg) at 20° C. Triethylammonium 6-ethylpyrid-2-yldithioc... Procedure details: A solution of 5'-deoxy-5'-iodo-2',3'-O-isopropylidene-5-fluorocytidine (48g, 116.5 mmol) in methanol (500 ml) and triethylamine (20ml) was treated with hydrogen at atmospheric pressure in the presence of palladium on carbon (5%, 25g) for 30 min. at room temperature. During this time the suspension was agitated using a "VIBROMIX" vibrator. The catalyst removed by filtration through celite, and the filtrate was evaporated to dryness and triturated with ethyl acetate (200 ml). After storage overnig... The solvent is CO (methanol), C(C)N(CC)CC (triethylamine). The reagents and catalysts are [Pd] (palladium on carbon). The product is C[C@@H]1[C@H]2[C@H]([C@@H](O1)N3C=C(C(=NC3=O)N)F)OC(O2)(C)C (5'-deoxy-2',3'-O-isopropylidene-5-fluorocytidine), 31g. As a reaction SMILES: [CH3:1][C:2]1([CH3:21])[O:9][CH:8]2[C@H:4]([C@@H:5]([CH2:19]I)[O:6][C@H:7]2[N:10]2[C:15](=[O:16])[N:14]=[C:13]([NH2:17])[C:12]([F:18])=[CH:11]2)[O:3]1.[H][H]>CO.C(N(CC)CC)C.[Pd]>[CH3:19][C@H:5]1[O:6][C@@H:7]([N:10]2[C:15](=[O:16])[N:14]=[C:13]([NH2:17])[C:12]([F:18])=[CH:11]2)[C@@H:8]2[O:9][C:2]([CH3:1])([CH3:21])[O:3][C@@H:4]12. Starting materials: CC1(O[C@H]2[C@H](O[C@H](C2O1)N3C=C(C(=NC3=O)N)F)CI)C (5'-deoxy-5'-iodo-2',3'-O-isopropylidene-5-fluorocytidine), [H][H] (hydrogen). Yield: 93.0%.